Dataset: the Open Reaction Database (ORD), a public repository of structured organic reaction records. Task: describe an organic reaction: reactants, conditions, products, and yield The reactants are CCn1c(=O)c2ccc([N+](=O)[O-])cc2c2ccccc21, CCO. The product is CCn1c(=O)c2ccc(N)cc2c2ccccc21. As a reaction SMILES: [CH2:1]([CH3:2])[n:3]1[c:4]2[cH:5][cH:6][cH:7][cH:8][c:9]2[c:10]2[cH:11][c:12]([N+:18]([O-:19])=[O:20])[cH:13][cH:14][c:15]2[c:16]1=[O:17].[CH2:21]([OH:22])[CH3:23]>>[CH2:1]([CH3:2])[n:3]1[c:4]2[cH:5][cH:6][cH:7][cH:8][c:9]2[c:10]2[cH:11][c:12]([NH2:18])[cH:13][cH:14][c:15]2[c:16]1=[O:17]. RXN SMILES: [Br:1][c:2]1[cH:3][cH:4][c:5]2[n:6]([cH:7]1)[cH:8][c:9](-[c:11]1[cH:12][cH:13][c:14]([Cl:17])[cH:15][cH:16]1)[n:10]2.[F:18][c:19]1[c:20]([B:27]([OH:28])[OH:29])[cH:21][c:22]([CH:25]=[O:26])[cH:23][cH:24]1.[cH:30]1[cH:31][cH:32][c:33]([P:34]([Pd:35]([P:36]([c:37]2[cH:38][cH:39][cH:40][cH:41][cH:42]2)([c:43]2[cH:44][cH:45][cH:46][cH:47][cH:48]2)[c:49]2[cH:50][cH:51][cH:52][cH:53][cH:54]2)([P:55]([c:56]2[cH:57][cH:58][cH:59][cH:60][cH:61]2)([c:62]2[cH:63][cH:64][cH:65][cH:66][cH:67]2)[c:68]2[cH:69][cH:70][cH:71][cH:72][cH:73]2)[P:74]([c:75]2[cH:76][cH:77][cH:78][cH:79][cH:80]2)([c:81]2[cH:82][cH:83][cH:84][cH:85][cH:86]2)[c:87]2[cH:88][cH:89][cH:90][cH:91][cH:92]2)([c:93]2[cH:94][cH:95][cH:96][cH:97][cH:98]2)[c:99]2[cH:100][cH:101][cH:102][cH:103][cH:104]2)[cH:105][cH:106]1>>[c:2]1(-[c:20]2[c:19]([F:18])[cH:24][cH:23][c:22]([CH:25]=[O:26])[cH:21]2)[cH:3][cH:4][c:5]2[n:6]([cH:7]1)[cH:8][c:9](-[c:11]1[cH:12][cH:13][c:14]([Cl:17])[cH:15][cH:16]1)[n:10]2. Starting materials: Clc1ccc(-c2cn3cc(Br)ccc3n2)cc1, O=Cc1ccc(F)c(B(O)O)c1, c1ccc(P(c2ccccc2)(c2ccccc2)[Pd](P(c2ccccc2)(c2ccccc2)c2ccccc2)(P(c2ccccc2)(c2ccccc2)c2ccccc2)P(c2ccccc2)(c2ccccc2)c2ccccc2)cc1. Product: O=Cc1ccc(F)c(-c2ccc3nc(-c4ccc(Cl)cc4)cn3c2)c1. Starting materials: CC(CC(=O)C1=CC=C(C(=O)O)C=C1)C (4-(3-methylbutanoyl)benzoic acid), O-tert-butyl-NN-diisopropylisourea. Run in COC(C)(C)C (tert-butyl methyl ether), ClCCl (dichloromethane). Run at time 50 hour. The product is CC(CC(=O)C1=CC=C(C(=O)OC(C)(C)C)C=C1)C (tert-butyl 4-(3-methylbutanoyl)benzoate). Reaction SMILES: [CH3:1][CH:2]([CH3:15])[CH2:3][C:4]([C:6]1[CH:14]=[CH:13][C:9]([C:10]([OH:12])=[O:11])=[CH:8][CH:7]=1)=[O:5]>ClCCl.COC(C)(C)C>[CH3:1][CH:2]([CH3:15])[CH2:3][C:4]([C:6]1[CH:14]=[CH:13][C:9]([C:10]([O:12][C:2]([CH3:15])([CH3:3])[CH3:1])=[O:11])=[CH:8][CH:7]=1)=[O:5]. Reported procedure: To a slurry of 4-(3-methylbutanoyl)benzoic acid (499 mg, 2.42 mmol) in dichloromethane (6 mL) was added O-tert-butyl-NN-diisopropylisourea (1.82 g, 9.07 mmol). The mixture was stirred at room temperature for 50 hours then diluted with tert-butyl methyl ether (75 mL). The mixture was washed with sat. aq sodium bicarbonate (50 mL), dried over anhydrous Na2SO4, and filtered, and the filtrate was concentrated. Purification by silica gel flash chromatography (ethyl acetate/heptane) gave tert-butyl 4-...